This data is from the Open Reaction Database (ORD), a public repository of structured organic reaction records. The task is: describe an organic reaction: reactants, conditions, products, and yield The reactants are ON1C(C=2C(C1=O)=CC=CC2)=O (N-hydroxyphthalimide), CC1=C(C=C(CBr)C=C1)C(F)(F)F (4-methyl-3-(trifluoromethyl)benzyl bromide). Yields the product CC1=C(C=C(CON)C=C1)C(F)(F)F (O-(4-Methyl-3-trifluoromethyl-benzyl)-hydroxylamine). RXN SMILES: [OH:1][N:2]1C(=O)C2=CC=CC=C2C1=O.[CH3:13][C:14]1[CH:21]=[CH:20][C:17]([CH2:18]Br)=[CH:16][C:15]=1[C:22]([F:25])([F:24])[F:23]>>[CH3:13][C:14]1[CH:21]=[CH:20][C:17]([CH2:18][O:1][NH2:2])=[CH:16][C:15]=1[C:22]([F:25])([F:24])[F:23]. Procedure details: Prepared by a similar procedure as described for preparation 15, starting from N-hydroxyphthalimide and 4-methyl-3-(trifluoromethyl)benzyl bromide (JRD fluorochemicals). 13C-NMR (CDCl3) δ 136.4, 135.5, 132.1, 131.5, 129.0, 125.8, 124.5, 77.0, 19.1. Reactants: CC1=C(N)C=CC(=C1)Cl (2-methyl-4-chloroaniline), Br.C(C)NCCCBr (N-ethyl-1-amino-3-bromopropane hydrobromide salt). Yields the product ClC1=CC(=C(C=C1)NCCCNCC)C (N′-(4-Chloro-2-methyl-phenyl)-N-ethyl-propane-1,3-diamine). RXN SMILES: [CH3:1][C:2]1[CH:8]=[C:7]([Cl:9])[CH:6]=[CH:5][C:3]=1[NH2:4].Br.[CH2:11]([NH:13][CH2:14][CH2:15][CH2:16]Br)[CH3:12]>>[Cl:9][C:7]1[CH:6]=[CH:5][C:3]([NH:4][CH2:16][CH2:15][CH2:14][NH:13][CH2:11][CH3:12])=[C:2]([CH3:1])[CH:8]=1 |f:1.2|. Reported procedure: Prepared in the manner of Example 1, Step A using 2-methyl-4-chloroaniline and the N-ethyl-1-amino-3-bromopropane hydrobromide salt of Step C (12.7 g).